From a dataset of the Open Reaction Database (ORD), a public repository of structured organic reaction records. describe an organic reaction: reactants, conditions, products, and yield As a reaction SMILES: [C:31](=[O:32])([O-:33])[O-:34].[CH2:27]([C:28]#[CH:29])[Br:30].[Cs+:35].[Cs+:36].[O:1]=[C:2]1[CH:3]([NH:19][C:20]([O:21][C:22]([CH3:23])([CH3:24])[CH3:25])=[O:26])[CH:4]([c:13]2[cH:14][cH:15][cH:16][cH:17][cH:18]2)[O:5][c:6]2[c:7]([cH:9][cH:10][cH:11][cH:12]2)[NH:8]1.[O:37]=[CH:38][N:39]([CH3:40])[CH3:41].[OH2:42]>>[O:1]=[C:2]1[CH:3]([NH:19][C:20]([O:21][C:22]([CH3:23])([CH3:24])[CH3:25])=[O:26])[CH:4]([c:13]2[cH:14][cH:15][cH:16][cH:17][cH:18]2)[O:5][c:6]2[c:7]([cH:9][cH:10][cH:11][cH:12]2)[N:8]1[CH2:29][C:28]#[CH:27]. The reactants are O=C([O-])[O-], C#CCBr, [Cs+], [Cs+], CC(C)(C)OC(=O)NC1C(=O)Nc2ccccc2OC1c1ccccc1, CN(C)C=O, O. Yields the product C#CCN1C(=O)C(NC(=O)OC(C)(C)C)C(c2ccccc2)Oc2ccccc21. Reactants: COc1cc2cc(C(=O)O)[nH]c2c(OC)c1OC, CCN=C=NCCCN(C)C, Cc1ccc(S(=O)(=O)O)cc1, CO, O=[N+]([O-])c1cc2c(c3ccc(S(=O)(=O)NCCO)cc13)C(CCl)CN2, Cl, O. Product: COc1cc2cc(C(=O)N3CC(CCl)c4c3cc([N+](=O)[O-])c3cc(S(=O)(=O)NCCO)ccc43)[nH]c2c(OC)c1OC. Reaction SMILES: [CH3:26][O:27][c:28]1[cH:29][c:30]2[cH:31][c:32]([C:41](=[O:42])[OH:43])[nH:33][c:34]2[c:35]([O:39][CH3:40])[c:36]1[O:37][CH3:38].[CH3:44][CH2:45][N:46]=[C:47]=[N:48][CH2:49][CH2:50][CH2:51][N:52]([CH3:53])[CH3:54].[CH3:55][c:56]1[cH:57][cH:58][c:59]([S:60]([OH:61])(=[O:62])=[O:63])[cH:64][cH:65]1.[CH3:66][OH:67].[Cl:1][CH2:2][CH:3]1[CH2:4][NH:5][c:6]2[cH:7][c:8]([N+:23](=[O:24])[O-:25])[c:9]3[c:10]([c:11]21)[cH:12][cH:13][c:14]([S:16](=[O:17])(=[O:18])[NH:19][CH2:20][CH2:21][OH:22])[cH:15]3.[ClH:68].[OH2:69]>>[Cl:1][CH2:2][CH:3]1[CH2:4][N:5]([C:41]([c:32]2[cH:31][c:30]3[cH:29][c:28]([O:27][CH3:26])[c:36]([O:37][CH3:38])[c:35]([O:39][CH3:40])[c:34]3[nH:33]2)=[O:42])[c:6]2[cH:7][c:8]([N+:23](=[O:24])[O-:25])[c:9]3[c:10]([c:11]21)[cH:12][cH:13][c:14]([S:16](=[O:17])(=[O:18])[NH:19][CH2:20][CH2:21][OH:22])[cH:15]3. The reactants are N1(CCOCC1)CC1=CC=C(C=C1)NC1CCSCC1 (N-[4-(4-morpholinylmethyl)phenyl]tetrahydro-2H-thiopyran-4-amine), C(C)OC=C(C(=O)OCC)C(=O)OCC (diethyl ethoxymethylenemalonate), C(C)OC=C(C(=O)OCC)C(=O)OCC (diethyl ethoxymethylenemalonate). Solvent: N1=CC=CC=C1 (pyridine). Conditions: temperature 160 celsius. Yields the product N1(CCOCC1)CC1=CC=C(N(C2CCSCC2)C=C(C(=O)OCC)C(=O)OCC)C=C1 (diethyl 2-{[4-(4-morpholinylmethyl)(tetrahydro-2H-thiopyran-4-yl)anilino]methylene}malonate). Reaction SMILES: [N:1]1([CH2:7][C:8]2[CH:13]=[CH:12][C:11]([NH:14][CH:15]3[CH2:20][CH2:19][S:18][CH2:17][CH2:16]3)=[CH:10][CH:9]=2)[CH2:6][CH2:5][O:4][CH2:3][CH2:2]1.C(O[CH:24]=[C:25]([C:31]([O:33][CH2:34][CH3:35])=[O:32])[C:26]([O:28][CH2:29][CH3:30])=[O:27])C>N1C=CC=CC=1>[N:1]1([CH2:7][C:8]2[CH:9]=[CH:10][C:11]([N:14]([CH:24]=[C:25]([C:26]([O:28][CH2:29][CH3:30])=[O:27])[C:31]([O:33][CH2:34][CH3:35])=[O:32])[CH:15]3[CH2:20][CH2:19][S:18][CH2:17][CH2:16]3)=[CH:12][CH:13]=2)[CH2:6][CH2:5][O:4][CH2:3][CH2:2]1. Reported procedure: A flask containing N-[4-(4-morpholinylmethyl)phenyl]tetrahydro-2H-thiopyran-4-amine (0.44 g) is treated with diethyl ethoxymethylenemalonate (0.35 mL). The flask is tightly capped and heated to 160° C. for 2 hours. The reaction is cooled to room temperature, treated with diethyl ethoxymethylenemalonate (0.35 mL) and pyridine (0.35 mL) and heated to 150° C. for 1 hour in a tightly sealed flask. The reaction is cooled to room temperature and azeotroped under reduced pressure with toluene (3×). The... Starting materials: ClC1=CC=C(C=C1)S(=O)(=O)NC(C(=O)NC1=CC(=CC=C1)C(=O)OCC)COC=1C=NC=CC1 ((RS)-2-(4-chlorobenzenesulfonylamino)-N-(3-ethoxycarbonylphenyl)-3-(pyridin-3-yloxy)propanamide), OC=1C=NC=CC1 (3-hydroxypyridine). Product: ClC1=CC=C(C=C1)S(=O)(=O)NC(C(=O)NC1=CC(=CC=C1)C(=O)OCC)COS(=O)(=O)C ((RS)-2-(4-chlorobenzenesulfonylamino)-N-(3-ethoxycarbonylphenyl)-3-methanesulfonyloxypropanamide). Isolated yield 185.6%. RXN SMILES: [Cl:1][C:2]1[CH:7]=[CH:6][C:5]([S:8]([NH:11][CH:12]([CH2:27][O:28]C2C=NC=CC=2)[C:13]([NH:15][C:16]2[CH:21]=[CH:20][CH:19]=[C:18]([C:22]([O:24][CH2:25][CH3:26])=[O:23])[CH:17]=2)=[O:14])(=[O:10])=[O:9])=[CH:4][CH:3]=1.OC1C=NC=CC=1>>[Cl:1][C:2]1[CH:7]=[CH:6][C:5]([S:8]([NH:11][CH:12]([CH2:27][O:28][S:8]([CH3:5])(=[O:10])=[O:9])[C:13]([NH:15][C:16]2[CH:21]=[CH:20][CH:19]=[C:18]([C:22]([O:24][CH2:25][CH3:26])=[O:23])[CH:17]=2)=[O:14])(=[O:10])=[O:9])=[CH:4][CH:3]=1. Procedure: The procedure described in Example 105 was repeated, except that (RS)-2-(4-chlorobenzenesulfonylamino)-N-(3-ethoxycarbonylphenyl)-3-(pyridin-3-yloxy)propanamide (100 mg) was reacted with 3-hydroxypyridine to obtain (RS)-2-(4-chlorobenzenesulfonylamino)-N-(3-ethoxycarbonylphenyl)-3-methanesulfonyloxypropanamide (93.0 mg). The reactants are COC(=O)C1=NC(=NC(=C1)C)Cl (methyl-2-chloro-6-methylpyrimidine-4-carboxylate), CO (methanol). The solvent is [OH-].[Na+] (NaOH). Conditions: time 24 hour. Yields the product COC1=NC(=CC(=N1)C(=O)O)C (2-Methoxy-6-methyl-pyrimidine-4-carboxylic acid). Reaction SMILES: C[O:2][C:3]([C:5]1[CH:10]=[C:9]([CH3:11])[N:8]=[C:7](Cl)[N:6]=1)=[O:4].[CH3:13][OH:14]>[OH-].[Na+]>[CH3:13][O:14][C:7]1[N:6]=[C:5]([C:3]([OH:2])=[O:4])[CH:10]=[C:9]([CH3:11])[N:8]=1 |f:2.3|. Reported procedure: A suspension of methyl-2-chloro-6-methylpyrimidine-4-carboxylate (5.0 g) in 2N aq. NaOH (67 mL) and methanol (67 mL) is stirred at rt for 24 h. Methanol is evaporated and the aq. phase is acidified with 25% aq. HCl at 0° C. A beige crystalline solid crushes out. It is filtered, rinsed with water and heptane and dried (3.0 g); LC-MS: tR=0.55 min, [M+H]+=169.01; 1H NMR (D6-DMSO): δ 2.50 (s, 3H), 3.94 (s, 3H), 7.52 (s, 1H), 13.7 (s br, 1H).